Dataset: the Open Reaction Database (ORD), a public repository of structured organic reaction records. Task: describe an organic reaction: reactants, conditions, products, and yield The reactants are NC1=CC2=CC(=CC=C2C=C1[N+](=O)[O-])SCC(C)C (2-amino-7-isobutylthio-3-nitronaphthalene), ClC1=CC(=CC=C1)C(=O)OO (m-chloroperbenzoic acid). Run in C(Cl)(Cl)Cl (chloroform), C(Cl)(Cl)Cl (chloroform). Yields the product NC1=CC2=CC(=CC=C2C=C1[N+](=O)[O-])S(=O)CC(C)C (2-Amino-7-isobutylsulfinyl-3-nitronaphthalene). Reaction SMILES: [NH2:1][C:2]1[C:11]([N+:12]([O-:14])=[O:13])=[CH:10][C:9]2[C:4](=[CH:5][C:6]([S:15][CH2:16][CH:17]([CH3:19])[CH3:18])=[CH:7][CH:8]=2)[CH:3]=1.ClC1C=CC=C(C(OO)=[O:28])C=1>C(Cl)(Cl)Cl>[NH2:1][C:2]1[C:11]([N+:12]([O-:14])=[O:13])=[CH:10][C:9]2[C:4](=[CH:5][C:6]([S:15]([CH2:16][CH:17]([CH3:19])[CH3:18])=[O:28])=[CH:7][CH:8]=2)[CH:3]=1. Procedure details: To 0.1 mol of 2-amino-7-isobutylthio-3-nitronaphthalene, prepared in Example 5, stirring in 200 ml of chloroform at 4°-6° (ice bath), is added 0.1 mol of m-chloroperbenzoic acid in 160 ml of chloroform over 3 hours. Consumption of starting material is confirmed by TLC (silica gel, ether). The reaction mixture is washed 3 times with saturated NaHCO3 solution, dried (Na2SO4), and filtered. The filtrate is evaporated to dryness under vacuum and the residue recrystallized from ethanol (absolute) to ... Starting materials: C[C@@]12C(CC[C@H]1[C@@H]1CCC3=CC(C=C[C@]3(C)[C@H]1CC2)=O)=O (androsta-1,4-diene-3,17-dione), C(C)(=O)OC(C)=O (acetic anhydride), C[Li] (methyllithium), [Cl-].[NH4+] (ammonium chloride). Reagents/catalysts: [Cu]I (copper(I) iodide). Run in ClC(C)Cl (dichloroethane), ClC(C)Cl (dichloroethane), O (water), ClC(C)Cl (dichloroethane). Conditions: temperature -30 celsius, time 1 hour. Product: C(C)(=O)OC=1C=C2CC[C@H]3[C@@H]4CCC([C@@]4(C)CC[C@@H]3[C@]2([C@H](C1)C)C)=O (3-acetoxy-1α-methylandrosta-2,4-dien-17-one). Yield: 57.7%. RXN SMILES: C[Li].[CH3:3][C@:4]12[CH2:21][CH2:20][C@H:19]3[C@@H:9]([CH2:10][CH2:11][C:12]4[C@:17]3([CH3:18])[CH:16]=[CH:15]C(=O)[CH:13]=4)[C@@H:8]1[CH2:7][CH2:6][C:5]2=[O:23].[C:24]([O:27][C:28](=[O:30])[CH3:29])(=O)[CH3:25].[Cl-].[NH4+]>ClC(Cl)C.O.[Cu]I>[C:28]([O:27][C:24]1[CH:13]=[C:12]2[C@:17]([CH3:18])([C@@H:16]([CH3:15])[CH:25]=1)[C@@H:19]1[C@H:9]([C@H:8]3[C@@:4]([CH2:21][CH2:20]1)([CH3:3])[C:5](=[O:23])[CH2:6][CH2:7]3)[CH2:10][CH2:11]2)(=[O:30])[CH3:29] |f:3.4|. Procedure: A suspension of 15.38 g of copper(I) iodide in 50 ml of dichloroethane is cooled to -30° C., combined at this temperature with 100 ml of methyllithium solution and stirred for one hour. A solution of 12.8 g of androsta-1,4-diene-3,17-dione [J. Am. Chem. Soc. 79:3920 (1957); Tetrahedron 4:201 (1958)] in 60 ml of dichloroethane is added dropwise to this mixture in such a way that the temperature does not rise beyond -10° C. After this addition is completed, the mixture is further stirred for 2 hou... The reactants are CCOCC (Et2O), CC1(OC(CC(O1)=O)=O)C (2,2-dimethyl-1,3-dioxane-4,6-dione), C(C)#N (ACN), BrC1=C(C=C(N)C=C1)F (4-bromo-3-fluoroaniline). The solvent is C(OC)(OC)OC (trimethyl orthoformate). Conditions: temperature 100 celsius, time 1.5 hour. The product is BrC1=C(C=C(C=C1)NC=C1C(OC(OC1=O)(C)C)=O)F (5-(((4-bromo-3-fluorophenyl)amino)methylene)-2,2-dimethyl-1,3-dioxane-4,6-dione). Isolated yield 85.0%. Reaction SMILES: [CH3:1][C:2]1([CH3:10])[O:7][C:6](=[O:8])[CH2:5][C:4](=[O:9])[O:3]1.[Br:11][C:12]1[CH:18]=[CH:17][C:15]([NH2:16])=[CH:14][C:13]=1[F:19].[C:20](#N)C.CCOCC>C(OC)(OC)OC>[Br:11][C:12]1[CH:18]=[CH:17][C:15]([NH:16][CH:20]=[C:5]2[C:6](=[O:8])[O:7][C:2]([CH3:10])([CH3:1])[O:3][C:4]2=[O:9])=[CH:14][C:13]=1[F:19]. Procedure details: A mixture of 2,2-dimethyl-1,3-dioxane-4,6-dione (36.4 g, 253 mmol) in trimethyl orthoformate (125 mL) was stirred at 100° C. for 1.5 h. This mixture was cooled to 80° C. and 4-bromo-3-fluoroaniline (40 g, 211 mmol) was added using ACN to aid in transfer. Heated to 100° C. for 3.5 h. The reaction mixture was cooled to RT and poured into Et2O (750 mL) and stirred for a few minutes. Filtered resulting solid, washing with Et2O and dried to yield 5-(((4-bromo-3-fluorophenyl)amino)methylene)-2,2-dimet... Starting materials: C1(CC1)N1C=C(C(C2=CC(=C(C(=C12)F)F)F)=O)C(=O)O (1-cyclopropyl-6,7,8-trifluoro-1,4-dihydro-4-oxo-3-quinolinecarboxylic acid), 1,8-diazobicyclo[5.4.0]undec-7-ene, N1CC(CC1)CN (3-pyrrolidinemethanamine). Solvent: C(C)#N (acetonitrile). Run at time 8 hour. The product is NCC1CN(CC1)C1=C(C=C2C(C(=CN(C2=C1F)C1CC1)C(=O)O)=O)F (7-[3-(aminomethyl)-1-pyrrolidinyl]-1-cyclopropyl-6,8-difluoro-1,4-dihydro-4-oxo-3-quinolinecarboxylic acid). Yield: 94.3%. RXN SMILES: [CH:1]1([N:4]2[C:13]3[C:8](=[CH:9][C:10]([F:16])=[C:11](F)[C:12]=3[F:14])[C:7](=[O:17])[C:6]([C:18]([OH:20])=[O:19])=[CH:5]2)[CH2:3][CH2:2]1.[NH:21]1[CH2:25][CH2:24][CH:23]([CH2:26][NH2:27])[CH2:22]1>C(#N)C>[NH2:27][CH2:26][CH:23]1[CH2:24][CH2:25][N:21]([C:11]2[C:12]([F:14])=[C:13]3[C:8]([C:7](=[O:17])[C:6]([C:18]([OH:20])=[O:19])=[CH:5][N:4]3[CH:1]3[CH2:2][CH2:3]3)=[CH:9][C:10]=2[F:16])[CH2:22]1. Procedure details: A mixture of 1.00 g (3.53 mmole) of 1-cyclopropyl-6,7,8-trifluoro-1,4-dihydro-4-oxo-3-quinolinecarboxylic acid, 10 ml of acetonitrile, 0.54 g (3.5 mmole) 1,8-diazobicyclo[5.4.0]undec-7-ene, and 0.37 g (3.7 mmole) of 3-pyrrolidinemethanamine is refluxed one hour, then stirred at room temperature overnight. The reaction mixture is then filtered and the precipitate washed with ethyl ether until dry to yield 1.21 g (94.5%) of the title compound, mp 232°-235° C. Starting materials: ClC1=NC=CC(=N1)C1=C(N=C2N1C=CC=C2)C=2C=C(C(=O)NC1=C(C=CC=C1F)F)C=CC2 (3-[3-(2-Chloro-4-pyrimidinyl)imidazo[1,2-a]pyridin-2-yl]-N-(2,6-difluorophenyl)-benzamide), C[O-].[Na+] (sodium methoxide), C(C)OC1=C(N)C=CC(=C1)N1CCN(CC1)CCC (2-(ethyloxy)-4-(4-propyl-1-piperazinyl)aniline), C1(=CC=C(C=C1)S(=O)(=O)O)C (p-toluenesulfonic acid). Run in CC(C)O (iPrOH). Run at temperature 120 celsius. Product: FC1=C(C(=CC=C1)F)NC(C1=CC(=CC=C1)C=1N=C2N(C=CC=C2)C1C1=NC(=NC=C1)NC1=C(C=C(C=C1)N1CCN(CC1)CCC)OCC)=O (N-(2,6-difluorophenyl)-3-[3-(2-{[2-(ethyloxy)-4-(4-propyl-1-piperazinyl)phenyl]amino}-4-pyrimidinyl)imidazo[1,2-a]pyridin-2-yl]benzamide). Yield: 48.9%. As a reaction SMILES: Cl[C:2]1[N:7]=[C:6]([C:8]2[N:12]3[CH:13]=[CH:14][CH:15]=[CH:16][C:11]3=[N:10][C:9]=2[C:17]2[CH:18]=[C:19]([CH:31]=[CH:32][CH:33]=2)[C:20]([NH:22][C:23]2[C:28]([F:29])=[CH:27][CH:26]=[CH:25][C:24]=2[F:30])=[O:21])[CH:5]=[CH:4][N:3]=1.[CH2:34]([O:36][C:37]1[CH:43]=[C:42]([N:44]2[CH2:49][CH2:48][N:47]([CH2:50][CH2:51][CH3:52])[CH2:46][CH2:45]2)[CH:41]=[CH:40][C:38]=1[NH2:39])[CH3:35].C1(C)C=CC(S(O)(=O)=O)=CC=1.C[O-].[Na+]>CC(O)C>[F:30][C:24]1[CH:25]=[CH:26][CH:27]=[C:28]([F:29])[C:23]=1[NH:22][C:20](=[O:21])[C:19]1[CH:31]=[CH:32][CH:33]=[C:17]([C:9]2[N:10]=[C:11]3[CH:16]=[CH:15][CH:14]=[CH:13][N:12]3[C:8]=2[C:6]2[CH:5]=[CH:4][N:3]=[C:2]([NH:39][C:38]3[CH:40]=[CH:41][C:42]([N:44]4[CH2:49][CH2:48][N:47]([CH2:50][CH2:51][CH3:52])[CH2:46][CH2:45]4)=[CH:43][C:37]=3[O:36][CH2:34][CH3:35])[N:7]=2)[CH:18]=1 |f:3.4|. Procedure: 3-[3-(2-Chloro-4-pyrimidinyl)imidazo[1,2-a]pyridin-2-yl]-N-(2,6-difluorophenyl)-benzamide (Intermediate Example 1) (100 mg, 0.22 mmol), 2-(ethyloxy)-4-(4-propyl-1-piperazinyl)aniline (Example 151, step B) (51 mg, 0.19 mmol), and p-toluenesulfonic acid (98 mg, 0.52 mmol) were weighed into a 20 mL vial. 7 mL of iPrOH was added and the mixture was heated to 120° C. for 48 h. The mixture was transferred to a 50 mL round bottom and neutralized with 3 mL of 0.5 N sodium methoxide 1 g of silica gel was... The reactants are COC([C@H](CC1=CC=C(C=C1)C1=CC=C(C=C1)C#N)NC(=O)C1N(CC=2C=C3C(=CC2C1)OC[C@@H](O3)C3=CC=C(C=C3)OCC3=CC(=C(C=C3)Cl)Cl)S(=O)(=O)C3=C(N=C(S3)NC(C)=O)C)=O ((S)-2-({(S)-7-(2-Acetylamino-4-methyl-thiazole-5-sulfonyl)-3-[4-(3,4-dichloro-benzyloxy)-phenyl]-2,3,6,7,8,9-hexahydro-[1,4]dioxino[2,3-g]isoquinoline-8-carbonyl}-amino)-3-(4′-cyano-biphenyl-4-yl)-propionic acid methyl ester), BrCCOCCBr (1-bromo-2-(2-bromo-ethoxy)-ethane), C(=O)([O-])[O-].[K+].[K+] (K2CO3), CN(C)C=O (DMF). Yields the product COC([C@H](CC1=CC=C(C=C1)C1=CC=C(C=C1)C#N)NC(=O)C1N(CC=2C=C3C(=CC2C1)OC[C@@H](O3)C3=CC=C(C=C3)OCC3=CC(=C(C=C3)Cl)Cl)S(=O)(=O)C3=C(N=C(S3)NCCOCC(Br)C(C)=O)C)=O ((S)-2-({(S)-7-{2-[2-(2-acetyl-2-bromo-ethoxy)-ethylamino]-4-methyl-thiazole-5-sulfonyl}-3-[4-(3,4-dichloro-benzyloxy)-phenyl]-2,3,6,7,8,9-hexahydro-[1,4]dioxino[2,3-g]isoquinoline-8-carbonyl}-amino)-3-(4′-cyano-biphenyl-4-yl)-propionic acid methyl ester). As a reaction SMILES: [CH3:1][O:2][C:3](=[O:66])[C@@H:4]([NH:20][C:21]([CH:23]1[CH2:32][C:31]2[CH:30]=[C:29]3[O:33][CH2:34][C@H:35]([C:37]4[CH:42]=[CH:41][C:40]([O:43][CH2:44][C:45]5[CH:50]=[CH:49][C:48]([Cl:51])=[C:47]([Cl:52])[CH:46]=5)=[CH:39][CH:38]=4)[O:36][C:28]3=[CH:27][C:26]=2[CH2:25][N:24]1[S:53]([C:56]1[S:60][C:59]([NH:61]C(=O)C)=[N:58][C:57]=1[CH3:65])(=[O:55])=[O:54])=[O:22])[CH2:5][C:6]1[CH:11]=[CH:10][C:9]([C:12]2[CH:17]=[CH:16][C:15]([C:18]#[N:19])=[CH:14][CH:13]=2)=[CH:8][CH:7]=1.Br[CH2:68][CH2:69][O:70][CH2:71][CH2:72][Br:73].[C:74]([O-:77])([O-])=O.[K+].[K+].[CH3:80]N(C=O)C>>[CH3:1][O:2][C:3](=[O:66])[C@@H:4]([NH:20][C:21]([CH:23]1[CH2:32][C:31]2[CH:30]=[C:29]3[O:33][CH2:34][C@H:35]([C:37]4[CH:42]=[CH:41][C:40]([O:43][CH2:44][C:45]5[CH:50]=[CH:49][C:48]([Cl:51])=[C:47]([Cl:52])[CH:46]=5)=[CH:39][CH:38]=4)[O:36][C:28]3=[CH:27][C:26]=2[CH2:25][N:24]1[S:53]([C:56]1[S:60][C:59]([NH:61][CH2:68][CH2:69][O:70][CH2:71][CH:72]([C:74](=[O:77])[CH3:80])[Br:73])=[N:58][C:57]=1[CH3:65])(=[O:55])=[O:54])=[O:22])[CH2:5][C:6]1[CH:7]=[CH:8][C:9]([C:12]2[CH:13]=[CH:14][C:15]([C:18]#[N:19])=[CH:16][CH:17]=2)=[CH:10][CH:11]=1 |f:2.3.4|. Procedure: (S)-2-({(S)-7-(2-Acetylamino-4-methyl-thiazole-5-sulfonyl)-3-[4-(3,4-dichloro-benzyloxy)-phenyl]-2,3,6,7,8,9-hexahydro-[1,4]dioxino[2,3-g]isoquinoline-8-carbonyl}-amino)-3-(4′-cyano-biphenyl-4-yl)-propionic acid methyl ester (30 mg) was reacted with 1-bromo-2-(2-bromo-ethoxy)-ethane and K2CO3 in DMF according to General Procedure 0 to give (S)-2-({(S)-7-{2-[2-(2-acetyl-2-bromo-ethoxy)-ethylamino]-4-methyl-thiazole-5-sulfonyl}-3-[4-(3,4-dichloro-benzyloxy)-phenyl]-2,3,6,7,8,9-hexahydro-[1,4]dioxi...